describe an organic reaction: reactants, conditions, products, and yield From a dataset of the Open Reaction Database (ORD), a public repository of structured organic reaction records. Starting materials: Cl, Cl[Cu], Nc1ncc(I)cc1[N+](=O)[O-], O=N[O-], [NH4+], [Na+], [OH-]. Product: O=[N+]([O-])c1cc(I)cnc1Cl. Reaction SMILES: [ClH:18].[Cu:19][Cl:20].[I:1][c:2]1[cH:3][c:4]([N+:9](=[O:10])[O-:11])[c:5]([NH2:8])[n:6][cH:7]1.[N:12]([O-:13])=[O:14].[NH4+:17].[Na+:15].[OH-:16]>>[I:1][c:2]1[cH:3][c:4]([N+:9](=[O:10])[O-:11])[c:5]([Cl:18])[n:6][cH:7]1.